This data is from the Open Reaction Database (ORD), a public repository of structured organic reaction records. The task is: describe an organic reaction: reactants, conditions, products, and yield Starting materials: O.NN (hydrazine hydrate), 26.5, NC1=NC2=C(C(=NC1)C1=CC=CC=C1)C=C(C=C2)OC (2-amino-7-methoxy-5-phenyl-3H-1,4-benzodiazepine), CO (methanol). Run in C(C)(=O)O (acetic acid). Run at time 1 hour. Product: N(N)C1=NC2=C(C(=NC1)C1=CC=CC=C1)C=C(C=C2)OC (2-hydrazino-7-methoxy-5-phenyl-3H-1,4-benzodiazepine), crystals. RXN SMILES: [NH2:1][C:2]1[CH2:8][N:7]=[C:6]([C:9]2[CH:14]=[CH:13][CH:12]=[CH:11][CH:10]=2)[C:5]2[CH:15]=[C:16]([O:19][CH3:20])[CH:17]=[CH:18][C:4]=2[N:3]=1.CO.O.[NH2:24]N>C(O)(=O)C>[NH:1]([C:2]1[CH2:8][N:7]=[C:6]([C:9]2[CH:14]=[CH:13][CH:12]=[CH:11][CH:10]=2)[C:5]2[CH:15]=[C:16]([O:19][CH3:20])[CH:17]=[CH:18][C:4]=2[N:3]=1)[NH2:24] |f:2.3|. Procedure: To a mixture of 26.5 parts of 2-amino-7-methoxy-5-phenyl-3H-1,4-benzodiazepine, 500 parts by volume of methanol and 1.2 parts of glacial acetic acid is added 25 parts of 100% hydrazine hydrate. The mixture is stirred for 1 hour at room temperature and treated in a similar manner to Example 1, whereby 2-hydrazino-7-methoxy-5-phenyl-3H-1,4-benzodiazepine is yielded as crystals melting at 110° C to 120° C.